Task: describe an organic reaction: reactants, conditions, products, and yield. Dataset: the Open Reaction Database (ORD), a public repository of structured organic reaction records Reactants: CC1(OC(C(O1)=CC(=O)N(CC1=CC=C(C=C1)F)OCC)=O)C (2-(2,2-Dimethyl-5-oxo-[1,3]-dioxolan-4-ylidene)-N-ethoxy-N-(4-fluorobenzyl)-acetamide). The solvent is CO (methanol). Yields the product COC(C(=CC(N(CC1=CC=C(C=C1)F)OCC)=O)O)=O (3-[Ethoxy-(4-fluoro-benzyl)-carbamoyl]-2-hydroxy-acrylic acid methyl ester). Isolated yield 84.0%. Reaction SMILES: C[C:2]1(C)[O:6][C:5](=[CH:7][C:8]([N:10]([O:19][CH2:20][CH3:21])[CH2:11][C:12]2[CH:17]=[CH:16][C:15]([F:18])=[CH:14][CH:13]=2)=[O:9])[C:4](=[O:22])[O:3]1>CO>[CH3:2][O:3][C:4](=[O:22])[C:5]([OH:6])=[CH:7][C:8](=[O:9])[N:10]([O:19][CH2:20][CH3:21])[CH2:11][C:12]1[CH:17]=[CH:16][C:15]([F:18])=[CH:14][CH:13]=1. Procedure details: 2-(2,2-Dimethyl-5-oxo-[1,3]-dioxolan-4-ylidene)-N-ethoxy-N-(4-fluorobenzyl)-acetamide was treated with methanol as described in the preparation of Compound 44-D and gave the title ester as white crystals (84% yield); mp 61–62° C. 1HNMR 400 MHz (CDCl3) δ (ppm): 1.28 (3H, t, J=7.1 Hz, CH3), 3.91 (3H, s, OCH3), 3.92 (2H, q, J=7.1 Hz, OCH2), 4.82 (2H, s, NCH2), 6.47 (1H, s, CH), 7.05 (2H, m, aromatics), 7.32 (2H, m, aromatics), 13.5 (1H, broad s, OH). Anal. calcd for C14H16FNO5: C, 56.56; H, 5.42; N... The reactants are Cl (HCl), C(#N)C=1C=C(C=CC1)NC(C(=O)NC1=CC(=C(C=C1)N1C(CCCC1)=O)C)C1=C(C=CC=C1)F (2-(3-cyanophenylamino)-2-(2-fluorophenyl)-N-[3-methyl-4-(2-oxopiperidin-1-yl)phenyl]acetamide). The solvent is CC(C)O (2-propanol). Run at time 2 hour. Yields the product Cl.C(#N)C=1C=C(C=CC1)NC(C(=O)NC1=CC(=C(C=C1)N1C(CCCC1)=O)C)C1=C(C=CC=C1)F (2-(3-cyanophenylamino)-2-(2-fluorophenyl)-N-[3-methyl-4-(2-oxopiperidin-1-yl)phenyl]acetamide, hydrochloride). Reaction SMILES: [ClH:1].[C:2]([C:4]1[CH:5]=[C:6]([NH:10][CH:11]([C:29]2[CH:34]=[CH:33][CH:32]=[CH:31][C:30]=2[F:35])[C:12]([NH:14][C:15]2[CH:20]=[CH:19][C:18]([N:21]3[CH2:26][CH2:25][CH2:24][CH2:23][C:22]3=[O:27])=[C:17]([CH3:28])[CH:16]=2)=[O:13])[CH:7]=[CH:8][CH:9]=1)#[N:3]>CC(O)C>[ClH:1].[C:2]([C:4]1[CH:5]=[C:6]([NH:10][CH:11]([C:29]2[CH:34]=[CH:33][CH:32]=[CH:31][C:30]=2[F:35])[C:12]([NH:14][C:15]2[CH:20]=[CH:19][C:18]([N:21]3[CH2:26][CH2:25][CH2:24][CH2:23][C:22]3=[O:27])=[C:17]([CH3:28])[CH:16]=2)=[O:13])[CH:7]=[CH:8][CH:9]=1)#[N:3] |f:3.4|. Procedure: 1.87 ml of 0.1N HCl in 2-propanol are added to 86 mg (0.187 mmol) of 2-(3-cyanophenylamino)-2-(2-fluorophenyl)-N-[3-methyl-4-(2-oxopiperidin-1-yl)phenyl]acetamide, and the mixture is left to stand at room temperature for 2 hours. The reaction mixture is evaporated and subsequently lyophilised, giving 2-(3-cyanophenylamino)-2-(2-fluorophenyl)-N-[3-methyl-4-(2-oxopiperidin-1-yl)phenyl]acetamide, hydrochloride, as a colourless solid; ESI 460. The reactants are C(=O)(OCC1C2=CC=CC=C2C2=CC=CC=C12)N([C@@H](C(C)C)C(=O)ON1C(=O)CCC1=O)C (Fmoc-MeVal-OSu), N[C@@H](CCCNC(=O)N)C(=O)O (L-citrulline), C(=O)(O)[O-].[Na+] (NaHCO3). Run in COCCOC (DME), C1CCOC1 (THF), O (H2O). Reaction conditions: time 16 hour. Product: C(=O)(OCC1C2=CC=CC=C2C2=CC=CC=C12)N([C@@H](C(C)C)C(=O)N[C@@H](CCCNC(=O)N)C(=O)O)C (Fmoc-MeVal-Cit-COOH). Yield: 81.3%. As a reaction SMILES: [C:1]([N:18]([CH3:33])[C@H:19]([C:23](ON1C(=O)CCC1=O)=[O:24])[CH:20]([CH3:22])[CH3:21])([O:3][CH2:4][CH:5]1[C:17]2[C:12](=[CH:13][CH:14]=[CH:15][CH:16]=2)[C:11]2[C:6]1=[CH:7][CH:8]=[CH:9][CH:10]=2)=[O:2].[NH2:34][C@H:35]([C:43]([OH:45])=[O:44])[CH2:36][CH2:37][CH2:38][NH:39][C:40]([NH2:42])=[O:41].C([O-])(O)=O.[Na+]>COCCOC.C1COCC1.O>[C:1]([N:18]([CH3:33])[C@H:19]([C:23]([NH:34][C@H:35]([C:43]([OH:45])=[O:44])[CH2:36][CH2:37][CH2:38][NH:39][C:40]([NH2:42])=[O:41])=[O:24])[CH:20]([CH3:21])[CH3:22])([O:3][CH2:4][CH:5]1[C:17]2[C:12](=[CH:13][CH:14]=[CH:15][CH:16]=2)[C:11]2[C:6]1=[CH:7][CH:8]=[CH:9][CH:10]=2)=[O:2] |f:2.3|. Procedure details: To a room temperature suspension of Fmoc-MeVal-OSu (2.18 g, 4.84 mmol) in DME (13 mL) and THF (6.5 mL) is added a solution of L-citrulline (0.85 g, 4.84 mmol) and NaHCO3 (0.41 g, 4.84 mmol) in H2O (13 mL). The suspension is allowed to stir at room temperature for 16 hr, then it is extracted into tert-BuOH/CHCl3/H2O and acidified to pH=2-3 with 1 M HCl. The organic phase is separated, dried and concentrated under reduced pressure. The residue is triturated with diethyl ether resulting Fmoc-MeVal-... The product is Cc1nc2nc(C(=O)N(C)C)cn2c(-c2ccc(Cl)cc2Cl)c1CN, O=C(O)C(F)(F)F. RXN SMILES: [Cl:1][c:2]1[c:3](-[c:9]2[c:10]([CH2:24][NH:25][C:26](=[O:27])[O:28][C:29]([CH3:30])([CH3:31])[CH3:32])[c:11]([CH3:23])[n:12][c:13]3[n:14]2[cH:15][c:16]([C:18]([N:19]([CH3:20])[CH3:21])=[O:22])[n:17]3)[cH:4][cH:5][c:6]([Cl:8])[cH:7]1.[Cl:40][CH2:41][Cl:42].[F:33][C:34]([C:35](=[O:36])[OH:37])([F:38])[F:39]>>[Cl:1][c:2]1[c:3](-[c:9]2[c:10]([CH2:24][NH2:25])[c:11]([CH3:23])[n:12][c:13]3[n:14]2[cH:15][c:16]([C:18]([N:19]([CH3:20])[CH3:21])=[O:22])[n:17]3)[cH:4][cH:5][c:6]([Cl:8])[cH:7]1.[F:33][C:34]([C:35](=[O:36])[OH:37])([F:38])[F:39]. Reactants: Cc1nc2nc(C(=O)N(C)C)cn2c(-c2ccc(Cl)cc2Cl)c1CNC(=O)OC(C)(C)C, ClCCl, O=C(O)C(F)(F)F.